Dataset: the Open Reaction Database (ORD), a public repository of structured organic reaction records. Task: describe an organic reaction: reactants, conditions, products, and yield Reactants: C(=NC(=O)Cl)=O (N-(chlorocarbonyl)isocyanate), NC1=NNC=C1C1=C(SC(=C1C)C)F (3-Amino-4-(2-fluoro-5-methyl-4-methylthiophenyl)pyrazole), Cl (hydrochloric acid). Solvent: N1=CC=CC=C1 (pyridine). Conditions: temperature 0 celsius, time 4 hour. Product: OC1=NC=2N(C(=N1)O)N=CC2C2=C(SC(=C2C)C)F (2,4-Dihydroxy-8-(2-fluoro-5-methyl-4-methylthiophenyl)pyrazolo[1,5-a]-1,3,5-triazine). Reaction SMILES: [NH2:1][C:2]1[C:6]([C:7]2[C:11]([CH3:12])=[C:10]([CH3:13])[S:9][C:8]=2[F:14])=[CH:5][NH:4][N:3]=1.[C:15](=[O:20])=[N:16][C:17](Cl)=[O:18].Cl>N1C=CC=CC=1>[OH:20][C:15]1[N:16]=[C:17]([OH:18])[N:3]2[N:4]=[CH:5][C:6]([C:7]3[C:11]([CH3:12])=[C:10]([CH3:13])[S:9][C:8]=3[F:14])=[C:2]2[N:1]=1. Reported procedure: 3-Amino-4-(2-fluoro-5-methyl-4-methylthiophenyl)pyrazole (2.74 g) is dissolved in pyridine (20 ml) and the mixture is cooled to 0° C. To the mixture is added N-(chlorocarbonyl)isocyanate (1.03 ml), and the mixture is stirred at room temperature for 4 hours. The reaction mixture is acidified by adding thereto 10% hydrochloric acid under ice cooling. The resulting precipitate is separated by filtration, washed with water and dried to give the title compound (3.4 g). Reactants: COc1c(C(C)=O)ccc2oc(C(=O)O)c(C)c12, COC(=O)C(NS(=O)(=O)c1ccc(-c2ccc(N)cc2)cc1)C(C)C, O=C(Cl)C(=O)Cl, CN(C)C=O, c1ccncc1. Yields the product COC(=O)C(NS(=O)(=O)c1ccc(-c2ccc(NC(=O)c3oc4ccc(C(C)=O)c(OC)c4c3C)cc2)cc1)C(C)C. Reaction SMILES: [C:1]([CH3:2])(=[O:3])[c:4]1[cH:5][cH:6][c:7]2[c:8]([c:9]([CH3:15])[c:10]([C:12](=[O:13])[OH:14])[o:11]2)[c:16]1[O:17][CH3:18].[CH3:30][O:31][C:32]([CH:33]([CH:34]([CH3:35])[CH3:36])[NH:37][S:38](=[O:39])(=[O:40])[c:41]1[cH:42][cH:43][c:44](-[c:47]2[cH:48][cH:49][c:50]([NH2:53])[cH:51][cH:52]2)[cH:45][cH:46]1)=[O:54].[Cl:19][C:20]([C:21]([Cl:22])=[O:23])=[O:24].[O:25]=[CH:26][N:27]([CH3:28])[CH3:29].[cH:55]1[cH:56][cH:57][n:58][cH:59][cH:60]1>>[C:1]([CH3:2])(=[O:3])[c:4]1[cH:5][cH:6][c:7]2[c:8]([c:9]([CH3:15])[c:10]([C:12](=[O:14])[NH:53][c:50]3[cH:49][cH:48][c:47](-[c:44]4[cH:43][cH:42][c:41]([S:38]([NH:37][CH:33]([C:32]([O:31][CH3:30])=[O:54])[CH:34]([CH3:35])[CH3:36])(=[O:39])=[O:40])[cH:46][cH:45]4)[cH:52][cH:51]3)[o:11]2)[c:16]1[O:17][CH3:18]. The reactants are C(=NC1CCCCC1)=NC1CCCCC1, CCc1csc(Oc2ccc(CN)cc2)c1, Cc1nc(C)c(C(=O)O)o1, ClCCl, O. Product: CCc1csc(Oc2ccc(CNC(=O)c3oc(C)nc3C)cc2)c1. RXN SMILES: [CH2:11]1[CH2:12][CH2:13][CH:14]([N:15]=[C:16]=[N:17][CH:18]2[CH2:19][CH2:20][CH2:21][CH2:22][CH2:23]2)[CH2:24][CH2:25]1.[CH2:26]([CH3:27])[c:28]1[cH:29][c:30]([O:33][c:34]2[cH:35][cH:36][c:37]([CH2:38][NH2:39])[cH:40][cH:41]2)[s:31][cH:32]1.[CH3:1][c:2]1[o:3][c:4]([C:8](=[O:9])[OH:10])[c:5]([CH3:7])[n:6]1.[Cl:43][CH2:44][Cl:45].[OH2:42]>>[CH3:1][c:2]1[o:3][c:4]([C:8](=[O:10])[NH:39][CH2:38][c:37]2[cH:36][cH:35][c:34]([O:33][c:30]3[cH:29][c:28]([CH2:26][CH3:27])[cH:32][s:31]3)[cH:41][cH:40]2)[c:5]([CH3:7])[n:6]1.